This data is from the Open Reaction Database (ORD), a public repository of structured organic reaction records. The task is: describe an organic reaction: reactants, conditions, products, and yield Starting materials: [OH-].[Na+] (Sodium hydroxide), C(C)OC(CN(C(C1=CC(=CC(=C1)OCCCCCCCCCCCCCCCCCC)C(=O)OC)=O)CC(=O)OCC)=O (N-(2-ethoxy-2-oxoethyl)-N-[3-methoxycarbonyl-5-(octadecyloxy)benzoyl]glycine ethyl ester). Yields the product C(=O)(O)CN(CC(=O)O)C(C1=CC(=CC(=C1)OCCCCCCCCCCCCCCCCCC)C(=O)O)=O (N-(carboxymethyl)-N-[3-carboxy-5-(octadecyloxy) benzoyl]glycine). Reaction SMILES: [OH-].[Na+].C([O:5][C:6](=[O:46])[CH2:7][N:8]([CH2:40][C:41]([O:43]CC)=[O:42])[C:9](=[O:39])[C:10]1[CH:15]=[C:14]([O:16][CH2:17][CH2:18][CH2:19][CH2:20][CH2:21][CH2:22][CH2:23][CH2:24][CH2:25][CH2:26][CH2:27][CH2:28][CH2:29][CH2:30][CH2:31][CH2:32][CH2:33][CH3:34])[CH:13]=[C:12]([C:35]([O:37]C)=[O:36])[CH:11]=1)C>>[C:41]([CH2:40][N:8]([C:9](=[O:39])[C:10]1[CH:15]=[C:14]([O:16][CH2:17][CH2:18][CH2:19][CH2:20][CH2:21][CH2:22][CH2:23][CH2:24][CH2:25][CH2:26][CH2:27][CH2:28][CH2:29][CH2:30][CH2:31][CH2:32][CH2:33][CH3:34])[CH:13]=[C:12]([C:35]([OH:37])=[O:36])[CH:11]=1)[CH2:7][C:6]([OH:46])=[O:5])([OH:43])=[O:42] |f:0.1|. Procedure: Sodium hydroxide hydrolysis of N-(2-ethoxy-2-oxoethyl)-N-[3-methoxycarbonyl-5-(octadecyloxy)benzoyl]glycine ethyl ester as in Example 11 gave N-(carboxymethyl)-N-[3-carboxy-5-(octadecyloxy) benzoyl]glycine, mp 108°-112°. The nmr and mass spectra were compatible with the structure. Reactants: C([O-])([O-])=O.[Na+].[Na+] (sodium carbonate), BrC1=C(C=O)C=CC=C1 (bromobenzaldehyde), C(CO)O (ethylene glycol), C1(=CC=C(C=C1)S(=O)(=O)O)C (p-toluene sulphonic acid). The solvent is C1(=CC=CC=C1)C (toluene), O (water). Product: BrC1=CC=C(C=C1)C1OCCO1 (2-(4 bromophenyl)-1, 3-dioxolane). As a reaction SMILES: [Br:1]C1C=CC=CC=1C=O.[CH2:10]([OH:13])[CH2:11][OH:12].[C:14]1([CH3:24])[CH:19]=[CH:18][C:17](S(O)(=O)=O)=[CH:16][CH:15]=1.C(=O)([O-])[O-].[Na+].[Na+]>O.C1(C)C=CC=CC=1>[Br:1][C:17]1[CH:18]=[CH:19][C:14]([CH:24]2[O:13][CH2:10][CH2:11][O:12]2)=[CH:15][CH:16]=1 |f:3.4.5|. Procedure details: 40 g (216 mmol) of bromobenzaldehyde, 39 ml (700 mmol) of ethylene glycol, 1.6 g (9.3 mmol) of p-toluene sulphonic acid and 670 ml of toluene are introduced into a 2 l three-necked flask equipped with a Dean-Stark apparatus under nitrogen. The reaction mixture is taken to reflux whilst eliminating the water formed. After 24 hours of reflux, the reaction mixture is hydrolized with a saturated solution of sodium carbonate (240 ml). The organic phase is recovered and washed twice with a saturated s... Reactants: C(CCCCCCC)C1=CC=C(C(C=O)=C1)O (5-octylsalicylaldehyde), C(CN)N (ethylene diamine). Run in alcohol. Yields the product C(CCCCCCC)C1=CC=C(C(C=NCCN=CC=2C(O)=CC=C(C2)CCCCCCCC)=C1)O (di(5-octylsalicylidene) ethylene diamine). Reaction SMILES: [CH2:1]([C:9]1[CH:16]=[C:13]([CH:14]=O)[C:12]([OH:17])=[CH:11][CH:10]=1)[CH2:2][CH2:3][CH2:4][CH2:5][CH2:6][CH2:7][CH3:8].[CH2:18]([NH2:21])[CH2:19][NH2:20]>>[CH2:1]([C:9]1[CH:16]=[C:13]([CH:14]=[N:20][CH2:19][CH2:18][N:21]=[CH:14][C:13]2[C:12](=[CH:11][CH:10]=[C:9]([CH2:1][CH2:2][CH2:3][CH2:4][CH2:5][CH2:6][CH2:7][CH3:8])[CH:16]=2)[OH:17])[C:12]([OH:17])=[CH:11][CH:10]=1)[CH2:2][CH2:3][CH2:4][CH2:5][CH2:6][CH2:7][CH3:8]. Procedure details: NN1 -di(5-octylsalicylidene) ethylene diamine was prepared by codissolving stoichiometric quantities of 5-octylsalicylaldehyde (prepared as described above) and ethylene diamine in hot absolute alcohol. After heating for 15 minutes the mixture was cooled to precipitate the Schiff's base (ketimine) in the form of yellow plates m p 157°-158° C. The product is N1N=NN=C1C1=CC=C(C=N1)C1=CN=C(C=2N1C=C(N2)\C=C\C2=NC1=CC=CC=C1C=C2)N2CCOCC2 ((E)-4-(5-(6-(1H-Tetrazol-5-yl)pyridin-3-yl)-2-(2-(quinolin-2-yl)vinyl)Imidazo[1,2-a]pyrazin-8-yl)morpholine), solid. Reaction conditions: time 8 minute. Starting materials: O1CCN(CC1)C=1C=2N(C(=CN1)C=1C=CC(=NC1)C#N)C=C(N2)\C=C\C2=NC1=CC=CC=C1C=C2 ((E)-5-(8-Morpholino-2-(2-(quinolin-2-yl)vinyl)imidazo[1,2-a]pyrazin-5-yl)picolinonitrile), [N-]=[N+]=[N-].[Na+] (NaN3). Reaction SMILES: [O:1]1[CH2:6][CH2:5][N:4]([C:7]2[C:8]3[N:9]([CH:21]=[C:22](/[CH:24]=[CH:25]/[C:26]4[CH:35]=[CH:34][C:33]5[C:28](=[CH:29][CH:30]=[CH:31][CH:32]=5)[N:27]=4)[N:23]=3)[C:10]([C:13]3[CH:14]=[CH:15][C:16]([C:19]#[N:20])=[N:17][CH:18]=3)=[CH:11][N:12]=2)[CH2:3][CH2:2]1.[N-:36]=[N+:37]=[N-:38].[Na+]>>[NH:36]1[C:19]([C:16]2[N:17]=[CH:18][C:13]([C:10]3[N:9]4[CH:21]=[C:22](/[CH:24]=[CH:25]/[C:26]5[CH:35]=[CH:34][C:33]6[C:28](=[CH:29][CH:30]=[CH:31][CH:32]=6)[N:27]=5)[N:23]=[C:8]4[C:7]([N:4]4[CH2:3][CH2:2][O:1][CH2:6][CH2:5]4)=[N:12][CH:11]=3)=[CH:14][CH:15]=2)=[N:20][N:38]=[N:37]1 |f:1.2|. The yield is 29.0%. Procedure: Compound 2c (120 mg, 0.260 mmol) was treated with NaN3 as described in Example 1, Step H. This resulted in 150 mg of crude compound 96, which was then purified by Prep-HPLC under the following conditions: XbridgePrep Shield RP 18, 5 μm, 19*150 mm; mobile phase, water with 0.05% NH4CO3 and CH3CN (30% CH3CN up to 50% in 8 min, up to 100% in 1 min, down to 30% in 1 min); Detector, UV 254 nm. The title compound 96 was obtained as a yellow solid (38.4 mg, 29% yield). 1H-NMR (300 MHz, DMSO-d6) δ (ppm)... Reactants: C(C)(C)(C)OC(=O)NCC1CCN(CC1)CC1(CCOCC1)C(=O)[O-] (4-[(4-{[(tert-butoxycarbonyl)amino]methyl}piperidin-1-yl)methyl]tetrahydro-2H-pyran-4-carboxylate), Cl (HCl). Run in CO (MeOH), [OH-].[Na+] (NaOH). Reaction conditions: temperature 60 celsius, time 7 hour. Yields the product C(C)(C)(C)OC(=O)NCC1CCN(CC1)CC1(CCOCC1)C(=O)O (4-[(4-{[(tert-butoxycarbonyl)amino]methyl}piperidin-1-yl)methyl]tetrahydro-2H-pyran-4-carboxylic acid). Isolated yield 65.7%. As a reaction SMILES: [C:1]([O:5][C:6]([NH:8][CH2:9][CH:10]1[CH2:15][CH2:14][N:13]([CH2:16][C:17]2([C:23]([O-:25])=[O:24])[CH2:22][CH2:21][O:20][CH2:19][CH2:18]2)[CH2:12][CH2:11]1)=[O:7])([CH3:4])([CH3:3])[CH3:2].Cl>CO.[OH-].[Na+]>[C:1]([O:5][C:6]([NH:8][CH2:9][CH:10]1[CH2:11][CH2:12][N:13]([CH2:16][C:17]2([C:23]([OH:25])=[O:24])[CH2:18][CH2:19][O:20][CH2:21][CH2:22]2)[CH2:14][CH2:15]1)=[O:7])([CH3:4])([CH3:2])[CH3:3] |f:3.4|. Procedure: To a solution of Methyl 4-[(4-{[(tert-butoxycarbonyl)amino]methyl}piperidin-1-yl)methyl]tetrahydro-2H-pyran-4-carboxylate (6.47 g, 17.5 mmol, Step 10) in MeOH (32 mL), 5 N NaOH aq (10 mL) was added at room temperature (exothermic). The resulting solution was stirred at 60° C. for 7 h, then cooled to 5˜10° C. in ice-cold bath. To this solution, 5 N HCl aq (10 mL) was added and the resulting solution (pH value was ca.6) was concentrated. To the residue, 2-propanol (80 mL) was added. This solution ... Reactants: Cl.NO (hydroxylamine hydrochloride), [OH-].[Na+] (sodium hydroxide), Cl (hydrochloric acid), C1OC(CC(=O)OCC)(CCCCCCCCCCCCCCC)OC1 (ethyl 3,3-ethylenedioxystearate). Run in O (water), C(C)O (ethanol), C(C)O (ethanol). Reaction conditions: time 2 hour. Product: OC1=NOC(=C1)CCCCCCCCCCCCCCC (3-Hydroxy-5-pentadecylisoxazole). As a reaction SMILES: Cl.[NH2:2]O.[OH-].[Na+].C1CO[C:8]([CH2:15][CH2:16][CH2:17][CH2:18][CH2:19][CH2:20][CH2:21][CH2:22][CH2:23][CH2:24][CH2:25][CH2:26][CH2:27][CH2:28][CH3:29])([CH2:9][C:10](OCC)=[O:11])[O:7]1.Cl>O.C(O)C>[OH:11][C:10]1[CH:9]=[C:8]([CH2:15][CH2:16][CH2:17][CH2:18][CH2:19][CH2:20][CH2:21][CH2:22][CH2:23][CH2:24][CH2:25][CH2:26][CH2:27][CH2:28][CH3:29])[O:7][N:2]=1 |f:0.1,2.3|. Procedure: 11.12 g of hydroxylamine hydrochloride were added to a solution of 12.60 g of sodium hydroxide in a mixture of 80 ml of water and 100 ml of ethanol, whilst ice-cooling. A solution of the whole of the crude ethyl 3,3-ethylenedioxystearate prepared as described above in 200 ml of ethanol was added all at once, whilst ice-cooling, to the resulting mixture. The reaction mixture was then stirred at room temperature for 2 hours. At the end of this time, 100 ml of concentrated hydrochloric acid were ad...